Dataset: the Open Reaction Database (ORD), a public repository of structured organic reaction records. Task: describe an organic reaction: reactants, conditions, products, and yield Starting materials: O=C(CBr)C(c1ccccc1)c1ccc(F)cc1, CNC, CCO. Yields the product CN(C)CC(=O)C(c1ccccc1)c1ccc(F)cc1. RXN SMILES: [Br:4][CH2:5][C:6]([CH:7]([c:8]1[cH:9][cH:10][cH:11][cH:12][cH:13]1)[c:14]1[cH:15][cH:16][c:17]([F:20])[cH:18][cH:19]1)=[O:21].[CH3:1][NH:2][CH3:3].[CH3:22][CH2:23][OH:24]>>[CH3:1][N:2]([CH3:3])[CH2:5][C:6]([CH:7]([c:8]1[cH:9][cH:10][cH:11][cH:12][cH:13]1)[c:14]1[cH:15][cH:16][c:17]([F:20])[cH:18][cH:19]1)=[O:21].